The task is: describe an organic reaction: reactants, conditions, products, and yield. This data is from the Open Reaction Database (ORD), a public repository of structured organic reaction records. Starting materials: CC(C)(C)[Si](OC[C@H]1NC([C@H]2N(C1)CCC2)=O)(C)C ((3S,8aS)-3-({[(1,1-Dimethylethyl)(dimethyl)silyl]oxy}methyl)hexahydropyrrolo[1,2-a]pyrazin-1(2H)-one), ice, [H-].[Na+] (sodium hydride), IC (iodomethane). The solvent is CN(C=O)C (dimethylformamide), CN(C=O)C (dimethylformamide). Conditions: temperature 0 celsius, time 0.25 hour. The product is CC(C)(C)[Si](OC[C@H]1N(C([C@H]2N(C1)CCC2)=O)C)(C)C ((3S,8aS)-3-({[(1,1-dimethylethyl)(dimethyl)silyl]oxy}methyl)-2-methylhexahydropyrrolo[1,2-a]pyrazin-1(2H)-one). Yield: 97.9%. As a reaction SMILES: [CH3:1][C:2]([Si:5]([CH3:19])([CH3:18])[O:6][CH2:7][C@@H:8]1[CH2:13][N:12]2[CH2:14][CH2:15][CH2:16][C@H:11]2[C:10](=[O:17])[NH:9]1)([CH3:4])[CH3:3].[H-].[Na+].I[CH3:23]>CN(C)C=O>[CH3:4][C:2]([Si:5]([CH3:19])([CH3:18])[O:6][CH2:7][C@@H:8]1[CH2:13][N:12]2[CH2:14][CH2:15][CH2:16][C@H:11]2[C:10](=[O:17])[N:9]1[CH3:23])([CH3:1])[CH3:3] |f:1.2|. Procedure details: (3S,8aS)-3-({[(1,1-Dimethylethyl)(dimethyl)silyl]oxy}methyl)hexahydropyrrolo[1,2-a]pyrazin-1(2H)-one (1.51 g, 5.32 mmol) in dimethylformamide (8 mL) was added to an ice-cooled suspension of sodium hydride (60 wt. % dispersion in oil; 213 mg, 5.32 mmol) in dimethylformamide (8 mL). The mixture was stirred at 0° C. for 0.25 h and then iodomethane (0.332 mL, 5.32 mmol) was added dropwise. The mixture was stirred at room temperature for 0.5 h and then was stirred at 70° C. for 2 h. The mixture was c... The reactants are Cl.CC(C)N1C(COCC1)CN (1-[4-(1-Methylethyl)morpholin-3-yl]methanamine hydrochloride), C([O-])([O-])=O.[Na+].[Na+] (sodium carbonate), C1=CN(C=N1)C(=O)N2C=CN=C2 (N,N-carbonyldiimidazole), NC1=C(C(C=2C=CC(=NC2N1CC)C1=CC=C(C=C1)CC(=O)O)=O)C(NC)=O ({4-[7-Amino-8-ethyl-6-(methyl carbamoyl)-5-oxo-5,8-dihydro-1,8-naphthyridin-2-yl]phenyl}acetic acid). Run in CN(C)C=O (DMF), CN(C)C=O (DMF). Conditions: time 30 minute. The product is Cl.NC=1N(C2=NC(=CC=C2C(C1C(=O)NC)=O)C1=CC=C(C=C1)CC(=O)NCC1N(CCOC1)C(C)C)CC (2-Amino-1-ethyl-N-methyl-7-{4-[2-({[4-(1-methylethyl)morpholin-3-yl]-methyl}amino)-2-oxoethyl]phenyl}-4-oxo-1,4-dihydro-1,8-naphthyridine-3-carboxamide hydrochloride). Isolated yield 49.0%. Reaction SMILES: C1N=CN(C(N2C=NC=C2)=O)C=1.[NH2:13][C:14]1[N:23]([CH2:24][CH3:25])[C:22]2[N:21]=[C:20]([C:26]3[CH:31]=[CH:30][C:29]([CH2:32][C:33](O)=[O:34])=[CH:28][CH:27]=3)[CH:19]=[CH:18][C:17]=2[C:16](=[O:36])[C:15]=1[C:37](=[O:40])[NH:38][CH3:39].[ClH:41].[CH3:42][CH:43]([N:45]1[CH2:50][CH2:49][O:48][CH2:47][CH:46]1[CH2:51][NH2:52])[CH3:44].C(=O)([O-])[O-].[Na+].[Na+]>CN(C=O)C>[ClH:41].[NH2:13][C:14]1[N:23]([CH2:24][CH3:25])[C:22]2[C:17]([C:16](=[O:36])[C:15]=1[C:37]([NH:38][CH3:39])=[O:40])=[CH:18][CH:19]=[C:20]([C:26]1[CH:31]=[CH:30][C:29]([CH2:32][C:33]([NH:52][CH2:51][CH:46]3[CH2:47][O:48][CH2:49][CH2:50][N:45]3[CH:43]([CH3:44])[CH3:42])=[O:34])=[CH:28][CH:27]=1)[N:21]=2 |f:2.3,4.5.6,8.9|. Procedure: Under an inert atmosphere, 0.18 g of N,N-carbonyldiimidazole is added to a suspension of 0.4 g (1.1 mmol) of the compound obtained from step 2.5 in DMF (5 ml). The reaction mixture is stirred at room temperature for 1 hour 30 minutes, 0.225 g (1.2 mmol) of the compound obtained from step 2.2 dissolved in DMF (1 ml), and stirred beforehand in the presence of 0.13 g (1.3 mmol) of sodium carbonate, is then added and the mixture is heated at 80° C. for 2 hours. The DMF is removed by evaporation unde...